This data is from the Open Reaction Database (ORD), a public repository of structured organic reaction records. The task is: describe an organic reaction: reactants, conditions, products, and yield Starting materials: CC(C)(C)OC(=O)Nc1cnc(F)cc1I, ClCCl, O=C(O)C(F)(F)F. Yields the product Nc1cnc(F)cc1I. As a reaction SMILES: [C:1]([O:2][C:3](=[O:4])[NH:7][c:8]1[cH:9][n:10][c:11]([F:15])[cH:12][c:13]1[I:14])([CH3:5])([CH3:6])[CH3:16].[Cl:24][CH2:25][Cl:26].[F:17][C:18]([F:19])([F:20])[C:21]([OH:22])=[O:23]>>[NH2:7][c:8]1[cH:9][n:10][c:11]([F:15])[cH:12][c:13]1[I:14]. Starting materials: ClC=1C=C(C(C(=O)O)=CC1)O (4-chlorosalicylic acid), C([O-])([O-])=O.[K+].[K+] (potassium carbonate), S(=O)(=O)(OCC)OCC (diethyl sulphate), CC(=O)C (acetone). Solvent: O (water). Conditions: time 24 hour. The product is ClC1=CC(=C(C(=O)OCC)C=C1)OCC (ethyl 4-chloro-2-ethoxybenzoate). RXN SMILES: [Cl:1][C:2]1[CH:3]=[C:4]([OH:11])[C:5](=[CH:9][CH:10]=1)[C:6]([OH:8])=[O:7].C(=O)([O-])[O-].[K+].[K+].S(OCC)(O[CH2:22][CH3:23])(=O)=O.[CH3:27][C:28](C)=O>O>[Cl:1][C:2]1[CH:10]=[CH:9][C:5]([C:6]([O:8][CH2:22][CH3:23])=[O:7])=[C:4]([O:11][CH2:27][CH3:28])[CH:3]=1 |f:1.2.3|. Procedure: A mixture of 4-chlorosalicylic acid (10.0 g, 57.94 mmol) and potassium carbonate (80 g, 0.58 mol) and diethyl sulphate (18.76 g, 0.122 mol) in acetone (150 ml) is heated at reflux with stirring for 24 h. The suspension is cooled and diluted with water (200 ml). Extract with diethyl ether (2×) and wash the extracts with water (2×) and brine. The organic phase is dried over magnesium sulphate, filtered and evaporated to a brown oil. The oil is purified using the combiflash on a 120 g silica cartri... Reactants: NC(C(=O)O)(C)C (α-Aminoisobutyric acid), Cl(=O)(=O)(=O)O (perchloric acid). Solvent: C(C)(=O)OC(C)(C)C (tert-butyl acetate). The product is C(C)(C)(C)NC(C)(C(=O)O)C (tert-butyl α-methylalanine). The yield is 104.4%. As a reaction SMILES: [NH2:1][C:2]([CH3:7])([CH3:6])[C:3]([OH:5])=[O:4].Cl(O)(=O)(=O)=O>C(OC(C)(C)C)(=O)C>[C:2]([NH:1][C:2]([CH3:7])([C:3]([OH:5])=[O:4])[CH3:6])([CH3:7])([CH3:6])[CH3:3]. Reported procedure: α-Aminoisobutyric acid (6.18 g), tert-butyl acetate (200 ml) and 70% aqueous perchloric acid (9.45 g) were stirred at laboratory temperature for 7 days. The mixture was then cooled in an ice-water bath and extracted with 0.5N hydrochloric acid (4×50 ml). The combined aqueous extracts were immediately neutralised with solid sodium bicarbonate. The aqueous solution was extracted with diethyl ether (3×100 ml), the ether extracts pooled, dried over anhydrous sodium sulphate and the ether evaporated ... Reactants: ClC1=NC=C(C(=C1Cl)NN)Cl (2,3,5-trichloro-4-hydrazinopyridine), Cl[O-].[Na+] (sodium hypochlorite). Solvent: O1CCCC1 (tetrahydrofuran), O (water). Conditions: time 1 hour. Yields the product ClC1=NC=C(C=C1Cl)Cl (2,3,5-Trichloropyridine). As a reaction SMILES: [Cl:1][C:2]1[C:7]([Cl:8])=[C:6](NN)[C:5]([Cl:11])=[CH:4][N:3]=1.Cl[O-].[Na+]>O1CCCC1.O>[Cl:1][C:2]1[C:7]([Cl:8])=[CH:6][C:5]([Cl:11])=[CH:4][N:3]=1 |f:1.2|. Procedure: A solution was prepared by dissolving 2.5 grams of 2,3,5-trichloro-4-hydrazinopyridine in 25 milliliters of tetrahydrofuran. To this mixture was added ~10 milliliters of 5.25 percent sodium hypochlorite. The mixture was stirred at ~30° C. for about one hour. The mixture was diluted with water and extracted with methylene chloride. The extract was washed with water and the methylene chloride removed by evaporation. The residue, a dark brown oil, was recovered in a yield of 2.1 grams. The crude 2,... Starting materials: NC(=S)C1=CC(=C(OCCCOC=2C=C3CC[C@H](C3=CC2)CC(=O)OCC)C=C1)OC (ethyl ((1S)-5-{3-[4-(aminocarbonothioyl)-2-methoxyphenoxy]propoxy}-2,3-dihydro-1H-inden-1-yl)acetate), ClCC(=O)N(C)C (2-chloro-N,N-dimethylacetamide), CC(C)O (i-PrOH). Yields the product C(C)OC(C[C@@H]1CCC2=CC(=CC=C12)OCCCOC1=C(C=C(C=C1)C=1SC=C(N1)OC(C)C)OC)=O (ethyl((1S)-5-{3-[4-(4-isopropoxy-1,3-thiazol-2-yl)-2-methoxyphenoxy]propoxy}-2,3-dihydro-1H-inden-1-yl)acetate). Yield: 49.0%. Reaction SMILES: [NH2:1][C:2]([C:4]1[CH:29]=[CH:28][C:7]([O:8][CH2:9][CH2:10][CH2:11][O:12][C:13]2[CH:14]=[C:15]3[C:19](=[CH:20][CH:21]=2)[C@H:18]([CH2:22][C:23]([O:25][CH2:26][CH3:27])=[O:24])[CH2:17][CH2:16]3)=[C:6]([O:30][CH3:31])[CH:5]=1)=[S:3].Cl[CH2:33][C:34](N(C)C)=[O:35].[CH3:39][CH:40](O)[CH3:41]>>[CH2:26]([O:25][C:23](=[O:24])[CH2:22][C@H:18]1[C:19]2[C:15](=[CH:14][C:13]([O:12][CH2:11][CH2:10][CH2:9][O:8][C:7]3[CH:28]=[CH:29][C:4]([C:2]4[S:3][CH:33]=[C:34]([O:35][CH:40]([CH3:41])[CH3:39])[N:1]=4)=[CH:5][C:6]=3[O:30][CH3:31])=[CH:21][CH:20]=2)[CH2:16][CH2:17]1)[CH3:27]. Procedure: A solution of ethyl ((1S)-5-{3-[4-(aminocarbonothioyl)-2-methoxyphenoxy]propoxy}-2,3-dihydro-1H-inden-1-yl)acetate (500 mg, 1.1 mmol) (Example 146) and 2-chloro-N,N-dimethylacetamide (800 mg, 6.6 mmol) in i-PrOH (anhydrous, 15 mL) was stirred at 70° C. for 8 h. The reaction was cooled to rt, and concentrated under reduced pressure. Purification by silica gel flash chromatography (EtOAc:hexane (v/v)=1:2) gave 292 mg (49%) of the title compound as a yellow oil. LC-MS: RT=4.27 min; (M+H)+:526.1. Starting materials: Cl.NC=1C=C(CNC2=NC=NC3=C(C=CC=C23)C(=O)N)C=CC1 (4-(3-Amino-benzylamino)-quinazoline-8-carboxylic acid amide hydrochloride), ClC1=NC2=C(N1)C=CC(=C2)C(F)(F)F (2-Chloro-5-trifluoromethyl-1H-benzoimidazole). The solvent is CN(C)C=O (DMF). Conditions: temperature 100 celsius, time 15 hour. Yields the product FC(C1=CC2=C(NC(=N2)NC=2C=C(CNC3=NC=NC4=C(C=CC=C34)C(=O)N)C=CC2)C=C1)(F)F (4-[3-(5-Trifluoromethyl-1H-benzoimidazol-2-ylamino)-benzylamino]-quinazoline-8-carboxylic acid amide). As a reaction SMILES: Cl.[NH2:2][C:3]1[CH:4]=[C:5]([CH:21]=[CH:22][CH:23]=1)[CH2:6][NH:7][C:8]1[C:17]2[C:12](=[C:13]([C:18]([NH2:20])=[O:19])[CH:14]=[CH:15][CH:16]=2)[N:11]=[CH:10][N:9]=1.Cl[C:25]1[NH:29][C:28]2[CH:30]=[CH:31][C:32]([C:34]([F:37])([F:36])[F:35])=[CH:33][C:27]=2[N:26]=1>CN(C=O)C>[F:37][C:34]([F:35])([F:36])[C:32]1[CH:31]=[CH:30][C:28]2[NH:29][C:25]([NH:2][C:3]3[CH:4]=[C:5]([CH:21]=[CH:22][CH:23]=3)[CH2:6][NH:7][C:8]3[C:17]4[C:12](=[C:13]([C:18]([NH2:20])=[O:19])[CH:14]=[CH:15][CH:16]=4)[N:11]=[CH:10][N:9]=3)=[N:26][C:27]=2[CH:33]=1 |f:0.1|. Procedure: 33 mg (0.11 mmol) 4-(3-Amino-benzylamino)-quinazoline-8-carboxylic acid amide hydrochloride and 24 mg (0.11 mmol) 2-Chloro-5-trifluoromethyl-1H-benzoimidazole were dissolved in 500 μl DMF and stirred at 100° C. for 15 h. The reaction mixture was directly purified using preparative HPLC. The product was treated with HCl in methanol and concentrated in the SpeedVac.